This data is from the Open Reaction Database (ORD), a public repository of structured organic reaction records. The task is: describe an organic reaction: reactants, conditions, products, and yield Starting materials: CCNC1CCN(Cc2ccccc2)CC1(C)C, CO, [H][H], [OH-], [OH-], [Pd+2]. The product is CCNC1CCNCC1(C)C. RXN SMILES: [CH2:1]([c:2]1[cH:3][cH:4][cH:5][cH:6][cH:7]1)[N:8]1[CH2:9][C:10]([CH3:17])([CH3:18])[CH:11]([NH:14][CH2:15][CH3:16])[CH2:12][CH2:13]1.[CH3:19][OH:20].[H:21][H:22].[OH-:23].[OH-:24].[Pd+2:25]>>[NH:8]1[CH2:9][C:10]([CH3:17])([CH3:18])[CH:11]([NH:14][CH2:15][CH3:16])[CH2:12][CH2:13]1. Procedure: Eight hundred milliliters of dry CCl4 was cooled to 0° to 5° C. Anhydrous AlCl3, 96.4 grams (0.70 mole) was added followed by the dropwise addition of 50 milliliters (0.70 mole) of acetyl chloride. After the addition of acetyl chloride was completed, 103 grams (0.50 mole) of 2,6-di-t-butylphenol dissolved in 100 milliliters of CCl4 was added over a 1 hour period while maintaining a temperature below 10° C. The mixture was slowly warmed to room temperature and stirred an additional hour. The alum... Starting materials: 3,5-di-t-butyl-4-hydroxyacetophenone, O1CCOCC1 (dioxane), CO (carbinol), C(C)(C)(C)C1=C(C(=CC(=C1)C(C)Cl)C(C)(C)C)O (2,6-di-t-butyl-4-(α-chloro)ethylphenol), [H][H] (hydrogen), CO (carbinol). Reagents/catalysts: [Cr](=O)([O-])[O-].[Cu+2] (copper chromite). Product: C(C)(C)(C)C1=C(C(=CC(=C1)C=C)C(C)(C)C)O (2,6-di-t-butyl-4-vinylphenol). RXN SMILES: O1CCOCC1.[H][H].CO.[C:11]([C:15]1[CH:20]=[C:19]([CH:21](Cl)[CH3:22])[CH:18]=[C:17]([C:24]([CH3:27])([CH3:26])[CH3:25])[C:16]=1[OH:28])([CH3:14])([CH3:13])[CH3:12]>[Cr]([O-])([O-])=O.[Cu+2].CCCCCC.Cl>[C:11]([C:15]1[CH:20]=[C:19]([CH:21]=[CH2:22])[CH:18]=[C:17]([C:24]([CH3:27])([CH3:26])[CH3:25])[C:16]=1[OH:28])([CH3:14])([CH3:13])[CH3:12] |f:4.5|. Yield: 95.0%. Run in CCCCCC (hexane), Cl (HCl). Starting materials: CCOC(=O)c1ccc(Br)cn1, CC(C)NC(C)C, C#CC1CC1, I[Cu]I, c1ccc(P(c2ccccc2)(c2ccccc2)[Pd](P(c2ccccc2)(c2ccccc2)c2ccccc2)(P(c2ccccc2)(c2ccccc2)c2ccccc2)P(c2ccccc2)(c2ccccc2)c2ccccc2)cc1. Product: CCOC(=O)c1ccc(C#CC2CC2)cn1. As a reaction SMILES: [Br:6][c:7]1[cH:8][cH:9][c:10]([C:13](=[O:14])[O:15][CH2:16][CH3:17])[n:11][cH:12]1.[CH:18]([NH:19][CH:20]([CH3:21])[CH3:22])([CH3:23])[CH3:24].[CH:1]1([C:4]#[CH:5])[CH2:2][CH2:3]1.[Cu:25]([I:26])[I:27].[cH:28]1[cH:29][cH:30][c:31]([P:32]([Pd:33]([P:34]([c:35]2[cH:36][cH:37][cH:38][cH:39][cH:40]2)([c:41]2[cH:42][cH:43][cH:44][cH:45][cH:46]2)[c:47]2[cH:48][cH:49][cH:50][cH:51][cH:52]2)([P:53]([c:54]2[cH:55][cH:56][cH:57][cH:58][cH:59]2)([c:60]2[cH:61][cH:62][cH:63][cH:64][cH:65]2)[c:66]2[cH:67][cH:68][cH:69][cH:70][cH:71]2)[P:72]([c:73]2[cH:74][cH:75][cH:76][cH:77][cH:78]2)([c:79]2[cH:80][cH:81][cH:82][cH:83][cH:84]2)[c:85]2[cH:86][cH:87][cH:88][cH:89][cH:90]2)([c:91]2[cH:92][cH:93][cH:94][cH:95][cH:96]2)[c:97]2[cH:98][cH:99][cH:100][cH:101][cH:102]2)[cH:103][cH:104]1>>[CH:1]1([C:4]#[C:5][c:7]2[cH:8][cH:9][c:10]([C:13](=[O:14])[O:15][CH2:16][CH3:17])[n:11][cH:12]2)[CH2:2][CH2:3]1. The reactants are FC1=C2C(=NC=C1)NC=C2 (4-fluoro-1H-pyrrolo[2,3-b]pyridine), [Cl-].[Al+3].[Cl-].[Cl-] (aluminum chloride), O (water), BrCC(=O)Br (bromoacetyl bromide). The solvent is ClCCl (dichloromethane). Reaction conditions: time 30 minute. Yields the product BrCC(=O)C1=CNC2=NC=CC(=C21)F (2-Bromo-1-(4-fluoro-1H-pyrrolo[2,3-b]pyridin-3-yl)-ethanone). As a reaction SMILES: [F:1][C:2]1[CH:7]=[CH:6][N:5]=[C:4]2[NH:8][CH:9]=[CH:10][C:3]=12.[Cl-].[Al+3].[Cl-].[Cl-].[Br:15][CH2:16][C:17](Br)=[O:18].O>ClCCl>[Br:15][CH2:16][C:17]([C:10]1[C:3]2[C:4](=[N:5][CH:6]=[CH:7][C:2]=2[F:1])[NH:8][CH:9]=1)=[O:18] |f:1.2.3.4|. Procedure: To a solution of 4-fluoro-1H-pyrrolo[2,3-b]pyridine (2.00 g, 0.0147 mol) (Org. Lett., 2003, 5, 5023-5025) in dichloromethane was added aluminum chloride (3.92 g, 0.0294 mol) in portions, the mixture was stirred at RT for 30 min, then bromoacetyl bromide (4.45 g, 0.022 mol) was added dropwise. The reaction mixture was stirred at 50° C. for 1 h, when TLC indicated no starting material. To the reaction mixture was added 150 mL water, and the resulting suspension was heated at 100° C. for 1 h, then ... Reactants: C(C)C(CNC1CC(NC(C1)(C)C)(C)C)CCCC (4-(2-ethylhexylamino)-2,2,6,6-tetramethylpiperidine), [OH-].[Na+] (sodium hydroxide), N1=C(Cl)N=C(Cl)N=C1Cl (cyanuric chloride). Solvent: CC(=O)C (acetone), O (water), CC(=O)C (acetone), O (water). Conditions: time 4 hour. Yields the product ClC1=NC(=NC(=N1)N(C1CC(NC(C1)(C)C)(C)C)CC(CCCC)CC)N(CC(CCCC)CC)C1CC(NC(C1)(C)C)(C)C (2-Chloro-4,6-bis[N-(2-ethylhexyl)-N-(2,2,6,6-tetramethyl-4-piperidyl)amino]-1,3,5-triazine). Reaction SMILES: [N:1]1[C:8](Cl)=[N:7][C:5](Cl)=[N:4][C:2]=1[Cl:3].[CH2:10]([CH:12]([CH2:25][CH2:26][CH2:27][CH3:28])[CH2:13][NH:14][CH:15]1[CH2:20][C:19]([CH3:22])([CH3:21])[NH:18][C:17]([CH3:24])([CH3:23])[CH2:16]1)[CH3:11].[OH-].[Na+]>CC(C)=O.O>[Cl:3][C:2]1[N:1]=[C:8]([N:14]([CH2:13][CH:12]([CH2:10][CH3:11])[CH2:25][CH2:26][CH2:27][CH3:28])[CH:15]2[CH2:16][C:17]([CH3:24])([CH3:23])[NH:18][C:19]([CH3:21])([CH3:22])[CH2:20]2)[N:7]=[C:5]([N:14]([CH:15]2[CH2:16][C:17]([CH3:24])([CH3:23])[NH:18][C:19]([CH3:21])([CH3:22])[CH2:20]2)[CH2:13][CH:12]([CH2:10][CH3:11])[CH2:25][CH2:26][CH2:27][CH3:28])[N:4]=1 |f:2.3|. Procedure: A suspension of 9.2 g of cyanuric chloride in 60 ml of acetone and 20 ml of water was added dropwise, with stirring, at 20°-25° C. to a solution of 29.5 g of 4-(2-ethylhexylamino)-2,2,6,6-tetramethylpiperidine in 50 ml of acetone, after which a solution of 4.2 g of sodium hydroxide in 20 ml of water was added to the mixture. The resulting reaction mixture was then stirred for 4 hours at 45°-50° C. At the end of this time, the acetone was distilled off and the oily residue was extracted with ethy... The reactants are ClC=1C=CC(=C(CN2C3=C(NCC2)N=CC(=C3)C3=CC=C(C(=O)O)C=C3)C1)C(F)(F)F (4-{1-[5-chloro-2-(trifluoromethyl)benzyl]-1,2,3,4-tetrahydropyrido[2,3-b]pyrazin-7-yl}benzoic acid), ClC=1C=C(C=CC1)N1CCNCC1 (1-(3-chlorophenyl)piperazine). Yields the product ClC=1C=C(C=CC1)N1CCN(CC1)C(=O)C1=CC=C(C=C1)C1=CC2=C(NCCN2CC2=C(C=CC(=C2)Cl)C(F)(F)F)N=C1 ([4-(3-Chlorophenyl)piperazin-1-yl]-(4-{1-[5-chloro-2-(trifluoromethyl)benzyl]-1,2,3,4-tetrahydropyrido[2,3-b]pyrazin-7-yl}phenyl)methanone). As a reaction SMILES: [Cl:1][C:2]1[CH:3]=[CH:4][C:5]([C:28]([F:31])([F:30])[F:29])=[C:6]([CH:27]=1)[CH2:7][N:8]1[CH2:13][CH2:12][NH:11][C:10]2[N:14]=[CH:15][C:16]([C:18]3[CH:26]=[CH:25][C:21]([C:22]([OH:24])=O)=[CH:20][CH:19]=3)=[CH:17][C:9]1=2.[Cl:32][C:33]1[CH:34]=[C:35]([N:39]2[CH2:44][CH2:43][NH:42][CH2:41][CH2:40]2)[CH:36]=[CH:37][CH:38]=1>>[Cl:32][C:33]1[CH:34]=[C:35]([N:39]2[CH2:44][CH2:43][N:42]([C:22]([C:21]3[CH:20]=[CH:19][C:18]([C:16]4[CH:15]=[N:14][C:10]5[NH:11][CH2:12][CH2:13][N:8]([CH2:7][C:6]6[CH:27]=[C:2]([Cl:1])[CH:3]=[CH:4][C:5]=6[C:28]([F:30])([F:31])[F:29])[C:9]=5[CH:17]=4)=[CH:26][CH:25]=3)=[O:24])[CH2:41][CH2:40]2)[CH:36]=[CH:37][CH:38]=1. Reported procedure: 4-{1-[5-chloro-2-(trifluoromethyl)benzyl]-1,2,3,4-tetrahydropyrido[2,3-b]pyrazin-7-yl}benzoic acid was reacted with 1-(3-chlorophenyl)piperazine as in General Procedure 10 to give the title compound. LCMS: m/z=625.96 (M+H+); retention time=1.06 minutes. Starting materials: CNC(CNC(C1=CC=CC=C1)=O)(C)C (N-[2-methylamino-2-methylpropyl]benzamide), C(C=C)Br (allyl bromide), [I-].[Na+] (sodium iodide), C([O-])([O-])=O.[Na+].[Na+] (sodium carbonate). Solvent: CCC(=O)C (MEK), CCC(=O)C (MEK). Yields the product C(C=C)CNC(CNC(C1=CC=CC=C1)=O)(C)C (N-[2-(allylmethylamino)-2-methylpropyl]benzamide). RXN SMILES: [CH3:1][NH:2][C:3]([CH3:15])([CH3:14])[CH2:4][NH:5][C:6](=[O:13])[C:7]1[CH:12]=[CH:11][CH:10]=[CH:9][CH:8]=1.[CH2:16](Br)[CH:17]=[CH2:18].C(=O)([O-])[O-].[Na+].[Na+].[I-].[Na+]>CCC(C)=O>[CH2:18]([CH2:1][NH:2][C:3]([CH3:15])([CH3:14])[CH2:4][NH:5][C:6](=[O:13])[C:7]1[CH:12]=[CH:11][CH:10]=[CH:9][CH:8]=1)[CH:17]=[CH2:16] |f:2.3.4,5.6|. Reported procedure: A solution of N-[2-methylamino-2-methylpropyl]benzamide (1. g.,) in MEK (25 ml.) was added to a solution of allyl bromide (0.58 g.,) in MEK (25 ml.) containing sodium carbonate (0.55 g.,) and a few crystals of sodium iodide. The mixture was refluxed for 24 hrs. The inorganic solids were filtered off and the filtrant concentrated by evaporation under reduced pressure. The liquid residue was eluted down an alumina column with ethyl acetate to give N-[2-(allylmethylamino)-2-methylpropyl]benzamide 1... Reactants: CC(=O)[O-], CN(CCOc1ccc(C=O)cc1)c1nc2ccccc2s1, Cc1ccccc1, C1CC[NH2+]CC1, O=C1CSC(=O)N1. The product is CN(CCOc1ccc(C=C2SC(=O)NC2=O)cc1)c1nc2ccccc2s1. RXN SMILES: [C:30]([O-:31])(=[O:32])[CH3:33].[CH3:1][N:2]([c:3]1[s:4][c:5]2[c:6]([n:7]1)[cH:8][cH:9][cH:10][cH:11]2)[CH2:12][CH2:13][O:14][c:15]1[cH:16][cH:17][c:18]([CH:19]=[O:20])[cH:21][cH:22]1.[CH3:40][c:41]1[cH:42][cH:43][cH:44][cH:45][cH:46]1.[NH2+:34]1[CH2:35][CH2:36][CH2:37][CH2:38][CH2:39]1.[S:23]1[C:24](=[O:29])[NH:25][C:26](=[O:28])[CH2:27]1>>[CH3:1][N:2]([c:3]1[s:4][c:5]2[c:6]([n:7]1)[cH:8][cH:9][cH:10][cH:11]2)[CH2:12][CH2:13][O:14][c:15]1[cH:16][cH:17][c:18]([CH:19]=[C:27]2[S:23][C:24](=[O:29])[NH:25][C:26]2=[O:28])[cH:21][cH:22]1. Starting materials: NC=1C=NC=CC1 (3-aminopyridine), C(CC)P1(OP(OP(O1)(=O)CCC)(=O)CCC)=O (T3P), CCN(C(C)C)C(C)C (DIPEA), BrC=1C=C2C(=CC(=NC2=CC1)O)C(=O)O (6-bromo-2-hydroxyquinoline-4-carboxylic acid). Solvent: ClCCl (dichloromethane). Run at temperature 0 celsius, time 30 minute. The product is BrC=1C=C2C(=CC(=NC2=CC1)O)C(=O)NC=1C=NC=CC1 (6-bromo-2-hydroxy-N-(pyridin-3-yl)quinoline-4-carboxamide). As a reaction SMILES: [Br:1][C:2]1[CH:3]=[C:4]2[C:9](=[CH:10][CH:11]=1)[N:8]=[C:7]([OH:12])[CH:6]=[C:5]2[C:13]([OH:15])=O.[NH2:16][C:17]1[CH:18]=[N:19][CH:20]=[CH:21][CH:22]=1.C(P1(=O)OP(CCC)(=O)OP(CCC)(=O)O1)CC.CCN(C(C)C)C(C)C>ClCCl>[Br:1][C:2]1[CH:3]=[C:4]2[C:9](=[CH:10][CH:11]=1)[N:8]=[C:7]([OH:12])[CH:6]=[C:5]2[C:13]([NH:16][C:17]1[CH:18]=[N:19][CH:20]=[CH:21][CH:22]=1)=[O:15]. Procedure: A solution of 6-bromo-2-hydroxyquinoline-4-carboxylic acid (9.0 g) was dissolved in dichloromethane and cooled to 0° C. 3-aminopyridine (1 eq), T3P (2,4,6-tripropyl-1,3,5,2,4,6-trioxatriphosphinane 2,4,6-trioxide, 50% solution in ethyl acetate, 1.2 eq.), and DIPEA (diisopropylethylamine, 2.0 eq) were added. The solution was stirred at 0° C. for 30 minutes and then allowed to warm to room temperature overnight. The solution was washed with water, sat. sodium chloride, dried, and concentrated. Pur... Starting materials: O=C1C2=C(N=C3N1C=C(C=C3)C#N)SC(=C2)CCC (4-oxo-2-propyl-4H-pyrido[1,2-a]thieno[2,3-d]pyrimidine-7-carbonitrile), [N-]=[N+]=[N-].[Na+] (sodium azide), [Cl-].[NH4+] (ammonium chloride). The solvent is CN(C=O)C (dimethylformamide). The product is C(CC)C1=CC2=C(N=C3N(C2=O)C=C(C=C3)C3=NN=NN3)S1 (2-propyl-7-(1H-tetrazol-5-yl)-4H-pyrido[1,2-a]thieno[2,3-d]pyrimidin-4-one). RXN SMILES: [O:1]=[C:2]1[N:7]2[CH:8]=[C:9]([C:12]#[N:13])[CH:10]=[CH:11][C:6]2=[N:5][C:4]2[S:14][C:15]([CH2:17][CH2:18][CH3:19])=[CH:16][C:3]1=2.[N-:20]=[N+:21]=[N-:22].[Na+].[Cl-].[NH4+]>CN(C)C=O>[CH2:17]([C:15]1[S:14][C:4]2[N:5]=[C:6]3[CH:11]=[CH:10][C:9]([C:12]4[NH:22][N:21]=[N:20][N:13]=4)=[CH:8][N:7]3[C:2](=[O:1])[C:3]=2[CH:16]=1)[CH2:18][CH3:19] |f:1.2,3.4|. Reported procedure: From 0.85 g (0.0032 mol) of 4-oxo-2-propyl-4H-pyrido[1,2-a]thieno[2,3-d]pyrimidine-7-carbonitrile, (Example 29), 0.68 g (0.011 mol) of sodium azide and 0.62 g (0.012 mol) of ammonium chloride in 80 ml of dimethylformamide, following the procedure of Example 34, there is obtained 0.46 g of 2-propyl-7-(1H-tetrazol-5-yl)-4H-pyrido[1,2-a]thieno[2,3-d]pyrimidin-4-one; mp 288°-292° C. (dec) after recrystallization from pyridine.